This data is from the Open Reaction Database (ORD), a public repository of structured organic reaction records. The task is: describe an organic reaction: reactants, conditions, products, and yield The reactants are CCc1nc(C2OC(OC(C)=O)C(OC(C)=O)C2OC(C)=O)no1, Cl, CC(C)CS(=O)(=O)NCc1nc(NCC(c2ccccc2)c2ccccc2)c2nc[nH]c2n1. Product: CCc1nc(C2OC(n3cnc4c(NCC(c5ccccc5)c5ccccc5)nc(CNS(=O)(=O)CC(C)C)nc43)C(OC(C)=O)C2OC(C)=O)no1. As a reaction SMILES: [C:35]([CH3:36])(=[O:37])[O:38][CH:39]1[CH:40]([c:52]2[n:53][o:54][c:55]([CH2:57][CH3:58])[n:56]2)[O:41][CH:42]([O:48][C:49](=[O:50])[CH3:51])[CH:43]1[O:44][C:45]([CH3:46])=[O:47].[ClH:1].[c:2]1([CH:8]([CH2:9][NH:10][c:11]2[c:12]3[n:13][cH:14][nH:15][c:16]3[n:17][c:18]([CH2:20][NH:21][S:22](=[O:23])(=[O:24])[CH2:25][CH:26]([CH3:27])[CH3:28])[n:19]2)[c:29]2[cH:30][cH:31][cH:32][cH:33][cH:34]2)[cH:3][cH:4][cH:5][cH:6][cH:7]1>>[c:2]1([CH:8]([CH2:9][NH:10][c:11]2[c:12]3[n:13][cH:14][n:15]([CH:42]4[O:41][CH:40]([c:52]5[n:53][o:54][c:55]([CH2:57][CH3:58])[n:56]5)[CH:39]([O:38][C:35]([CH3:36])=[O:37])[CH:43]4[O:44][C:45]([CH3:46])=[O:47])[c:16]3[n:17][c:18]([CH2:20][NH:21][S:22](=[O:23])(=[O:24])[CH2:25][CH:26]([CH3:27])[CH3:28])[n:19]2)[c:29]2[cH:30][cH:31][cH:32][cH:33][cH:34]2)[cH:3][cH:4][cH:5][cH:6][cH:7]1. The reactants are ClC1=CC=C2CC(NC2=C1)=O (6-chloro-1,3-dihydro-indol-2-one), COC(C(C)(C)OC1=C(C=C(C=C1)Cl)C=O)=O (2-(4-chloro-2-formyl-phenoxy)-2-methyl-propionic acid methyl ester), N1CCCC1 (pyrrolidine). Solvent: CO (methanol). Reaction conditions: temperature 70 celsius. Yields the product COC(C(C)(C)OC1=C(C=C(C=C1)Cl)\C=C\1/C(NC2=CC(=CC=C12)Cl)=O)=O (Z-2-[4-chloro-2-(6-chloro-2-oxo-1,2-dihydro-indol-3-ylidenemethyl)-phenoxy]-2-methyl-propionic acid methyl ester). Yield: 72.0%. As a reaction SMILES: [Cl:1][C:2]1[CH:10]=[C:9]2[C:5]([CH2:6][C:7](=[O:11])[NH:8]2)=[CH:4][CH:3]=1.[CH3:12][O:13][C:14](=[O:28])[C:15]([O:18][C:19]1[CH:24]=[CH:23][C:22]([Cl:25])=[CH:21][C:20]=1[CH:26]=O)([CH3:17])[CH3:16].N1CCCC1>CO>[CH3:12][O:13][C:14](=[O:28])[C:15]([O:18][C:19]1[CH:24]=[CH:23][C:22]([Cl:25])=[CH:21][C:20]=1/[CH:26]=[C:6]1\[C:7](=[O:11])[NH:8][C:9]2[C:5]\1=[CH:4][CH:3]=[C:2]([Cl:1])[CH:10]=2)([CH3:17])[CH3:16]. Reported procedure: To the mixture of 6-chloro-1,3-dihydro-indol-2-one (43 g, 0.26 mol) and 2-(4-chloro-2-formyl-phenoxy)-2-methyl-propionic acid methyl ester (66 g, 0.26 mol) in methanol (700 mL) was added pyrrolidine (22 g, 0.31 mol) dropwise. The mixture was then heated at 70° C. for 1 h. After cooled to room temperature, the mixture was filtered and resulting precipitate was collected, dried to give the title compound as a yellow solid (76 g). Yields the product CC1=C(C=C(C(=C1)[N+](=O)[O-])C)OCC1C(C1)C (2,5-dimethyl-1-[(2-methylcyclopropyl)methoxy]-4-nitrobenzen e). The yield is 83.4%. Reaction conditions: temperature 80 celsius, time 4 hour. Reactants: N(=NC(=O)OCCOC)C(=O)OCCOC (Bis(2-methoxyethyl) azodicarboxylate), CC1=C(C=C(C(=C1)[N+](=O)[O-])C)O (2,5-dimethyl-4-nitrophenol), CC1C(C1)CO ((2-methylcyclopropyl)methanol), C1(=CC=CC=C1)P(C1=CC=CC=C1)C1=CC=CC=C1 (triphenylphosphine), C([O-])(O)=O.[Na+] (sodium bicarbonate). Run in C1(=CC=CC=C1)C (toluene). As a reaction SMILES: N(C(OCCOC)=O)=NC(OCCOC)=O.[CH3:17][C:18]1[CH:23]=[C:22]([N+:24]([O-:26])=[O:25])[C:21]([CH3:27])=[CH:20][C:19]=1[OH:28].[CH3:29][CH:30]1[CH2:32][CH:31]1[CH2:33]O.C1(P(C2C=CC=CC=2)C2C=CC=CC=2)C=CC=CC=1.C(=O)(O)[O-].[Na+]>C1(C)C=CC=CC=1>[CH3:17][C:18]1[CH:23]=[C:22]([N+:24]([O-:26])=[O:25])[C:21]([CH3:27])=[CH:20][C:19]=1[O:28][CH2:29][CH:30]1[CH2:32][CH:31]1[CH3:33] |f:4.5|. Procedure details: 2.55 g of Bis(2-methoxyethyl) azodicarboxylate was added to a mixture of 1.40 g of 2,5-dimethyl-4-nitrophenol, 0.72 g of (2-methylcyclopropyl)methanol, 2.64 g of triphenylphosphine and 100 mL of toluene at 0° C., and the mixture was stirred at 80° C. for 4 hours. After cooling, a saturated aqueous sodium bicarbonate solution was added, and the mixture was extracted with ethyl acetate, and then the organic layer was washed with water and saturated salt water and dried over anhydrous magnesium sul... Reactants: C(C)(=O)OC1=C(C(=C(C=C1CC)O)C(C)=O)CC (3-acetyl-2,6-diethyl-4-hydroxyphenyl acetate), C1(CCC1)=O (cyclobutanone), N1CCCC1 (pyrrolidine). Solvent: C1(=CC=CC=C1)C (toluene). Run at time 16 hour. Product: C(C)C1=C2C(CC3(CCC3)OC2=CC(=C1O)CC)=O (5,7-diethyl-6-hydroxyspiro[chroman-2,1′-cyclobutan]-4-one). The yield is 43.3%. RXN SMILES: C([O:4][C:5]1[C:10]([CH2:11][CH3:12])=[CH:9][C:8]([OH:13])=[C:7]([C:14](=[O:16])[CH3:15])[C:6]=1[CH2:17][CH3:18])(=O)C.[C:19]1(=O)[CH2:22][CH2:21][CH2:20]1.N1CCCC1>C1(C)C=CC=CC=1>[CH2:17]([C:6]1[C:5]([OH:4])=[C:10]([CH2:11][CH3:12])[CH:9]=[C:8]2[C:7]=1[C:14](=[O:16])[CH2:15][C:19]1([O:13]2)[CH2:22][CH2:21][CH2:20]1)[CH3:18]. Reported procedure: To a solution of 3-acetyl-2,6-diethyl-4-hydroxyphenyl acetate (4.0 g) and cyclobutanone (1.23 g) in toluene (150 mL) was added pyrrolidine (568 mg). The solution was left at room temperature for 16 hours, refluxed for two hours, and then a Dean-Stark was used to remove the water. After evaporation, the residue was dissolved in methanol and a lithium hydroxide solution (10%) was added until the solution reached a pH value greater than 9. The solution was stirred at room temperature for 2 hours an... Starting materials: BrC1=CC(=C(C=C1)C(=O)N1CCN(CC1)C1=NC=C(C=C1C)C)S(=O)(=O)C ((4-bromo-2-methanesulfonylphenyl)[4-(3,5-dimethylpyridin-2-yl)piperazin-1-yl]methanone), S1(NCCCC1)(=O)=O ([1,2]thiazinane 1,1-dioxide). The product is CC=1C(=NC=C(C1)C)N1CCN(CC1)C(=O)C1=C(C=C(C=C1)N1S(CCCC1)(=O)=O)S(=O)(=O)C ([4-(3,5-dimethylpyridin-2-yl)piperazin-1-yl][4-(1,1-dioxo-1λ6-[1,2]thiazinan-2-yl)-2-methanesulfonylphenyl]methanone). Yield: 70.9%. RXN SMILES: Br[C:2]1[CH:7]=[CH:6][C:5]([C:8]([N:10]2[CH2:15][CH2:14][N:13]([C:16]3[C:21]([CH3:22])=[CH:20][C:19]([CH3:23])=[CH:18][N:17]=3)[CH2:12][CH2:11]2)=[O:9])=[C:4]([S:24]([CH3:27])(=[O:26])=[O:25])[CH:3]=1.[S:28]1(=[O:35])(=[O:34])[CH2:33][CH2:32][CH2:31][CH2:30][NH:29]1>>[CH3:22][C:21]1[C:16]([N:13]2[CH2:14][CH2:15][N:10]([C:8]([C:5]3[CH:6]=[CH:7][C:2]([N:29]4[CH2:30][CH2:31][CH2:32][CH2:33][S:28]4(=[O:35])=[O:34])=[CH:3][C:4]=3[S:24]([CH3:27])(=[O:26])=[O:25])=[O:9])[CH2:11][CH2:12]2)=[N:17][CH:18]=[C:19]([CH3:23])[CH:20]=1. Reported procedure: Using (4-bromo-2-methanesulfonylphenyl)[4-(3,5-dimethylpyridin-2-yl)piperazin-1-yl]methanone (452 mg) described in Preparation Example 112 and [1,2]thiazinane 1,1-dioxide (176 mg) and by the reaction and treatment in the same manner as in Example 262, the title compound (359 mg) was obtained. Yields the product c1ccc2c(CCCN3CCNCC3)c[nH]c2c1. The reactants are CS(C)=O, O=C(CCc1c[nH]c2ccccc12)N1CCNCC1. As a reaction SMILES: [CH3:20][S:21]([CH3:22])=[O:23].[nH:1]1[cH:2][c:3]([CH2:10][CH2:11][C:12](=[O:13])[N:14]2[CH2:15][CH2:16][NH:17][CH2:18][CH2:19]2)[c:4]2[cH:5][cH:6][cH:7][cH:8][c:9]12>>[nH:1]1[cH:2][c:3]([CH2:10][CH2:11][CH2:12][N:14]2[CH2:15][CH2:16][NH:17][CH2:18][CH2:19]2)[c:4]2[cH:5][cH:6][cH:7][cH:8][c:9]12. Reactants: O=C(CBr)c1ccsc1, CCOC(C)=O, [H-], [Na+], Cc1ccc2c(c1)NC(=O)C(NC(=O)OC(C)(C)C)CN2C(=O)C(C)(C)C, C1CCOC1. The product is Cc1ccc2c(c1)N(CC(=O)c1ccsc1)C(=O)C(NC(=O)OC(C)(C)C)CN2C(=O)C(C)(C)C. RXN SMILES: [Br:30][CH2:31][C:32](=[O:33])[c:34]1[cH:35][s:36][cH:37][cH:38]1.[CH3:39][CH2:40][O:41][C:42](=[O:43])[CH3:44].[H-:28].[Na+:29].[O:1]=[C:2]1[CH:3]([NH:20][C:21](=[O:22])[O:23][C:24]([CH3:25])([CH3:26])[CH3:27])[CH2:4][N:5]([C:14]([C:15]([CH3:16])([CH3:17])[CH3:18])=[O:19])[c:6]2[c:7]([cH:9][c:10]([CH3:13])[cH:11][cH:12]2)[NH:8]1.[O:45]1[CH2:46][CH2:47][CH2:48][CH2:49]1>>[O:1]=[C:2]1[CH:3]([NH:20][C:21](=[O:22])[O:23][C:24]([CH3:25])([CH3:26])[CH3:27])[CH2:4][N:5]([C:14]([C:15]([CH3:16])([CH3:17])[CH3:18])=[O:19])[c:6]2[c:7]([cH:9][c:10]([CH3:13])[cH:11][cH:12]2)[N:8]1[CH2:31][C:32](=[O:33])[c:34]1[cH:35][s:36][cH:37][cH:38]1. Reactants: NC1=C(C=CC(=C1)Cl)S(=O)(=O)N (2-amino-4-chlorobenzenesulfonamide), C1(CCCCC1)CN=C=S (cyclohexylmethyl isothiocyanate). The solvent is C(C)(=O)OCC (ethyl acetate). Reaction conditions: temperature 150 celsius. Yields the product ClC=1C=CC2=C(NC(=NS2(=O)=O)NCC2CCCCC2)C1 (6-Chloro-3-cyclohexylmethylamino-4H-1,2,4-benzothiadiazine 1,1-dioxide). Isolated yield 26.0%. As a reaction SMILES: [NH2:1][C:2]1[CH:7]=[C:6]([Cl:8])[CH:5]=[CH:4][C:3]=1[S:9]([NH2:12])(=[O:11])=[O:10].[CH:13]1([CH2:19][N:20]=[C:21]=S)[CH2:18][CH2:17][CH2:16][CH2:15][CH2:14]1>C(OCC)(=O)C>[Cl:8][C:6]1[CH:5]=[CH:4][C:3]2[S:9](=[O:11])(=[O:10])[N:12]=[C:21]([NH:20][CH2:19][CH:13]3[CH2:18][CH2:17][CH2:16][CH2:15][CH2:14]3)[NH:1][C:2]=2[CH:7]=1. Procedure: A mixture of 2-amino-4-chlorobenzenesulfonamide (2.1 g, 10.16 mmol) and cyclohexylmethyl isothiocyanate (6.31 g, 40.6 mmol) was heated at 150° C. for 4 h. The mixture was allowed to cool and then stirred with 25 ml of ethyl acetate for 1 h. The precipitate was isolated by filtration and recrystallised from ethanol to give 867 mg (26%) of the title compound; m.p. 317-323° C.; 1H-NMR (DMSO-d6): δ 0.8-1.8 (m, 11H, cyclohexyl), 3.08 (t, 2H, CH2), 7.78 (m, 3H, ArH+NH), 7.68 (d, 1H, ArH), 10.52 (br.s,...